From a dataset of the Open Reaction Database (ORD), a public repository of structured organic reaction records. describe an organic reaction: reactants, conditions, products, and yield Starting materials: O1C=C(C=C1)CSCC1=CC(NC2=CC=C(C=C12)C1=C(C=CC=C1)OC)(C)C (4-(Furan-3-ylmethylsulfanylmethyl)-6-(2-methoxyphenyl)-2,2-dimethyl-1,2-dihydroquinoline), BrCC1=CC(NC2=CC=C(C=C12)C1=C(C=CC=C1)OC)(C)C (4-bromomethyl-6-(2-methoxyphenyl)-2,2-dimethyl-1,2-dihydroquinoline), C([O-])([O-])=O.[K+].[K+] (potassium carbonate), C(C1=CC=CO1)S (furfuryl mercaptan). The product is COC1=C(C=CC=C1)C=1C=C2C(=CC(NC2=CC1)(C)C)CNC1=CC=CC=C1 ([6-(2-methoxyphenyl)-2,2-dimethyl-1,2-dihydroquinolin-4-ylmethyl]phenylamine). As a reaction SMILES: O1C=CC(CS[CH2:8][C:9]2[C:18]3[C:13](=[CH:14][CH:15]=[C:16]([C:19]4[CH:24]=[CH:23][CH:22]=[CH:21][C:20]=4[O:25][CH3:26])[CH:17]=3)[NH:12][C:11]([CH3:28])([CH3:27])[CH:10]=2)=C1.BrCC1[C:40]2[C:35](=[CH:36][CH:37]=[C:38](C3C=CC=CC=3OC)[CH:39]=2)[NH:34]C(C)(C)C=1.C(=O)([O-])[O-].[K+].[K+].C(S)C1OC=CC=1>>[CH3:26][O:25][C:20]1[CH:21]=[CH:22][CH:23]=[CH:24][C:19]=1[C:16]1[CH:17]=[C:18]2[C:13](=[CH:14][CH:15]=1)[NH:12][C:11]([CH3:27])([CH3:28])[CH:10]=[C:9]2[CH2:8][NH:34][C:35]1[CH:40]=[CH:39][CH:38]=[CH:37][CH:36]=1 |f:2.3.4|. Reported procedure: 4-(Furan-3-ylmethylsulfanylmethyl)-6-(2-methoxyphenyl)-2,2-dimethyl-1,2-dihydroquinoline 80 mg of 4-bromomethyl-6-(2-methoxyphenyl)-2,2-dimethyl-1,2-dihydroquinoline, 69 mg of potassium carbonate, and 45 μL of furfuryl mercaptan reacted to give 9 mg of the title compound as a foam.